This data is from the Open Reaction Database (ORD), a public repository of structured organic reaction records. The task is: describe an organic reaction: reactants, conditions, products, and yield Reactants: CC(=O)O, CO, [Na+], CSC1=CC(O)(CCCCOc2ccccc2)C(=CC=CC(O)CCCO)C1=O, O=C([O-])O. The product is COC1(CCCCOc2ccccc2)C=C(SC)C(=O)C1=CC=CC(O)CCCO. Reaction SMILES: [CH3:30][C:31](=[O:32])[OH:33].[CH3:39][OH:40].[Na+:34].[OH:1][CH:2]([CH:3]=[CH:4][CH:5]=[C:6]1[C:7]([CH2:14][CH2:15][CH2:16][CH2:17][O:18][c:19]2[cH:20][cH:21][cH:22][cH:23][cH:24]2)([OH:25])[CH:8]=[C:9]([S:12][CH3:13])[C:10]1=[O:11])[CH2:26][CH2:27][CH2:28][OH:29].[OH:35][C:36](=[O:37])[O-:38]>>[OH:1][CH:2]([CH:3]=[CH:4][CH:5]=[C:6]1[C:7]([CH2:14][CH2:15][CH2:16][CH2:17][O:18][c:19]2[cH:20][cH:21][cH:22][cH:23][cH:24]2)([O:25][CH3:30])[CH:8]=[C:9]([S:12][CH3:13])[C:10]1=[O:11])[CH2:26][CH2:27][CH2:28][OH:29].